Dataset: the Open Reaction Database (ORD), a public repository of structured organic reaction records. Task: describe an organic reaction: reactants, conditions, products, and yield Procedure: To a chilled (ice-bath) solution of 4-fluorophenylamine (2.9 mL, 30 mmol) and anhydrous pyridine (3.7 mL, 45 mmol) in methylene chloride (50 mL) was slowly added a solution of acetyl chloride (2.4 mL, 33 mmol) in methylene chloride (10 mL). After 15 minutes, the mixture was concentrated in vacuo and the residue was diluted with cold water. The resulting precipitate was filtered, washed with water and dried to afford 4.2 g of N-(4-fluorophenyl)acetamide as an off white solid. MS m/z 154 (MH+). Isolated yield 91.4%. RXN SMILES: [F:1][C:2]1[CH:7]=[CH:6][C:5]([NH2:8])=[CH:4][CH:3]=1.N1C=CC=CC=1.[C:15](Cl)(=[O:17])[CH3:16]>C(Cl)Cl>[F:1][C:2]1[CH:7]=[CH:6][C:5]([NH:8][C:15](=[O:17])[CH3:16])=[CH:4][CH:3]=1. Reaction conditions: time 15 minute. The product is FC1=CC=C(C=C1)NC(C)=O (N-(4-fluorophenyl)acetamide). Run in C(Cl)Cl (methylene chloride), C(Cl)Cl (methylene chloride). Starting materials: FC1=CC=C(C=C1)N (4-fluorophenylamine), N1=CC=CC=C1 (pyridine), C(C)(=O)Cl (acetyl chloride). The reactants are 7.3, 23, Cl.N1(CCNCC1)C(=O)OCC1=CC=C(C=C1)Cl (4-chlorobenzyl piperazine-1-carboxylate hydrochloride), ON1N=NC2=C1C=CC=C2 (1-hydroxybenzotriazole), CN1CCOCC1 (N-methylmorpholine), Cl.CN(CCCN=C=N)C (3-dimethylaminopropylcarbodiimide hydrochloride). Run in CN(C)C=O (DMF). Product: N1N=NC2=C1C=CC(=C2)CC(=O)N2CCN(CC2)C(=O)OCC2=CC=C(C=C2)Cl (4-chlorobenzyl 4-(2-1H-benzotriazol-5-ylacetyl)piperazine-1-carboxylate). RXN SMILES: Cl.[N:2]1([C:8]([O:10][CH2:11][C:12]2[CH:17]=[CH:16][C:15]([Cl:18])=[CH:14][CH:13]=2)=[O:9])[CH2:7][CH2:6][NH:5][CH2:4][CH2:3]1.O[N:20]1[C:24]2[CH:25]=[CH:26][CH:27]=[CH:28][C:23]=2[N:22]=[N:21]1.CN1CC[O:33][CH2:32][CH2:31]1.Cl.CN(C)CCCN=C=N>CN(C=O)C>[NH:20]1[C:24]2[CH:25]=[CH:26][C:27]([CH2:31][C:32]([N:5]3[CH2:6][CH2:7][N:2]([C:8]([O:10][CH2:11][C:12]4[CH:17]=[CH:16][C:15]([Cl:18])=[CH:14][CH:13]=4)=[O:9])[CH2:3][CH2:4]3)=[O:33])=[CH:28][C:23]=2[N:22]=[N:21]1 |f:0.1,4.5|. Procedure details: 7.3 220 mg (1.24 mmol) of 23, 362 mg (1.24 mmol) of 4-chlorobenzyl piperazine-1-carboxylate hydrochloride, 168 mg (1.24 mmol) of 1-hydroxybenzotriazole (HOBt), 143 mg (1.24 mmol) of N-methylmorpholine and 238 mg (1.24 mmol) of 3-dimethylaminopropylcarbodiimide hydrochloride (DAPECI) are stirred at RT for 48 h in 10 ml of DMF. The reactants are CCOC(=O)C(Cc1cccc(OC(F)(F)C(F)F)c1)C(O)c1ccc(Br)cc1, CO, Cl, [Na+], [OH-]. Product: O=C(O)C(Cc1cccc(OC(F)(F)C(F)F)c1)C(O)c1ccc(Br)cc1. Reaction SMILES: [Br:1][c:2]1[cH:3][cH:4][c:5]([CH:8]([CH:9]([C:10](=[O:11])[O:12][CH2:13][CH3:14])[CH2:15][c:16]2[cH:17][c:18]([O:22][C:23]([CH:24]([F:25])[F:26])([F:27])[F:28])[cH:19][cH:20][cH:21]2)[OH:29])[cH:6][cH:7]1.[CH3:33][OH:34].[ClH:32].[Na+:31].[OH-:30]>>[Br:1][c:2]1[cH:3][cH:4][c:5]([CH:8]([CH:9]([C:10](=[O:11])[OH:12])[CH2:15][c:16]2[cH:17][c:18]([O:22][C:23]([CH:24]([F:25])[F:26])([F:27])[F:28])[cH:19][cH:20][cH:21]2)[OH:29])[cH:6][cH:7]1. The reactants are CCO, Nc1ccc(OCCCN2CCCC2)cc1[N+](=O)[O-]. Product: Nc1ccc(OCCCN2CCCC2)cc1N. As a reaction SMILES: [CH3:20][CH2:21][OH:22].[N+:1]([O-:2])(=[O:3])[c:4]1[c:5]([NH2:19])[cH:6][cH:7][c:8]([O:10][CH2:11][CH2:12][CH2:13][N:14]2[CH2:15][CH2:16][CH2:17][CH2:18]2)[cH:9]1>>[NH2:1][c:4]1[c:5]([NH2:19])[cH:6][cH:7][c:8]([O:10][CH2:11][CH2:12][CH2:13][N:14]2[CH2:15][CH2:16][CH2:17][CH2:18]2)[cH:9]1. Reaction conditions: time 18 hour. Procedure details: A solution of ethyl 4-chloroacetoacetate (134 g, 815 mmol) and 3-phenyl-1-propanol (111 mL, 821 mmol) was heated in toluene, with azeotropic removal of ethanol, for 4 h. The solution was allowed to cool with stirring for 18 h and was then concentrated to give the title compound (214 g). Electrospray MS m/z 219 [M−Cl+H]+. Solvent: C1(=CC=CC=C1)C (toluene). The yield is 103.1%. The product is ClCC(CC(=O)OCCCC1=CC=CC=C1)=O (3-Phenylpropyl 4-chloroacetoacetate). Reactants: ClCC(CC(=O)OCC)=O (ethyl 4-chloroacetoacetate), C1(=CC=CC=C1)CCCO (3-phenyl-1-propanol), C(C)O (ethanol). As a reaction SMILES: [Cl:1][CH2:2][C:3](=[O:10])[CH2:4][C:5]([O:7][CH2:8][CH3:9])=[O:6].[C:11]1([CH2:17]CCO)[CH:16]=[CH:15][CH:14]=[CH:13][CH:12]=1.C(O)C>C1(C)C=CC=CC=1>[Cl:1][CH2:2][C:3](=[O:10])[CH2:4][C:5]([O:7][CH2:8][CH2:9][CH2:17][C:11]1[CH:16]=[CH:15][CH:14]=[CH:13][CH:12]=1)=[O:6]. The reactants are CC(C)(C)OC(=O)N1CC(NC(=O)CCCCl)C1, [H-], [Na+], CN(C)C=O. Product: CC(C)(C)OC(=O)N1CC(N2CCCC2=O)C1. As a reaction SMILES: [C:1]([CH3:2])([CH3:3])([CH3:4])[O:5][C:6](=[O:7])[N:8]1[CH2:9][CH:10]([NH:12][C:13]([CH2:14][CH2:15][CH2:16][Cl:17])=[O:18])[CH2:11]1.[H-:20].[Na+:19].[O:21]=[CH:22][N:23]([CH3:24])[CH3:25]>>[C:1]([CH3:2])([CH3:3])([CH3:4])[O:5][C:6](=[O:7])[N:8]1[CH2:9][CH:10]([N:12]2[C:13](=[O:18])[CH2:14][CH2:15][CH2:16]2)[CH2:11]1. The reactants are CC(C1CCOCC1)S(=O)(=O)C(C)(C)C(=O)Nc1cc(C(C)(C)COC2CCCCO2)no1, CCO, ClCCl. The product is CC(C1CCOCC1)S(=O)(=O)C(C)(C)C(=O)Nc1cc(C(C)(C)CO)no1. Reaction SMILES: [CH3:1][C:2]([CH2:3][O:4][CH:5]1[CH2:6][CH2:7][CH2:8][CH2:9][O:10]1)([CH3:11])[c:12]1[n:13][o:14][c:15]([NH:17][C:18]([C:19]([CH3:20])([S:21](=[O:22])(=[O:23])[CH:24]([CH3:25])[CH:26]2[CH2:27][CH2:28][O:29][CH2:30][CH2:31]2)[CH3:32])=[O:33])[cH:16]1.[CH3:37][CH2:38][OH:39].[Cl:34][CH2:35][Cl:36]>>[CH3:1][C:2]([CH2:3][OH:4])([CH3:11])[c:12]1[n:13][o:14][c:15]([NH:17][C:18]([C:19]([CH3:20])([S:21](=[O:22])(=[O:23])[CH:24]([CH3:25])[CH:26]2[CH2:27][CH2:28][O:29][CH2:30][CH2:31]2)[CH3:32])=[O:33])[cH:16]1. Starting materials: N1=CC=CC=C1 (Pyridine), Br.BrCCN (2-bromoethylamine hydrobromide), ClCS(=O)(=O)Cl (chloromethanesulfonyl chloride). Run in C(Cl)(Cl)Cl (chloroform). Run at time 1 hour. Product: BrCCC(S(=O)(=O)N)Cl (2-bromoethyl chloromethanesulfonamide). Reaction SMILES: [N:1]1C=CC=CC=1.Br.[Br:8][CH2:9][CH2:10]N.[Cl:12][CH2:13][S:14](Cl)(=[O:16])=[O:15]>C(Cl)(Cl)Cl>[Br:8][CH2:9][CH2:10][CH:13]([Cl:12])[S:14]([NH2:1])(=[O:16])=[O:15] |f:1.2|. Procedure: Pyridine (17.8 ml.) was added over a period of 30 minutes to a cooled solution (15°-20° C.) of 2-bromoethylamine hydrobromide (20.5 g., 0.10 mole) and chloromethanesulfonyl chloride (14.9 g., 0.10 mole) in chloroform. The mixture was stirred for 1 hour and then washed with water (100 ml.) and dilute hydrochloric acid (50 ml.). The solution was dried over magnesium sulfate. The solvent was evaporated in vacuo. There was obtained 10 g. of a dark oil, the title compound. Structure was confirmed by ... Starting materials: FC1=CN=C2C=CC(N(C2=C1)CCN1C[C@@H]([C@@H](C1)O)CNC(OCC1=CC=CC=C1)=O)=O (phenylmethyl ({(3S,4S)-1-[2-(7-fluoro-2-oxo-1,5-naphthyridin-1(2H)-yl)ethyl]-4-hydroxy-3-pyrrolidinyl}methyl)carbamate). The reagents and catalysts are [Pd] (Pd/C). Conditions: time 18 hour. The product is NC[C@H]1CN(C[C@H]1O)CCN1C(C=CC2=NC=C(C=C12)F)=O (1-{2-[(3S,4S)-3-(aminomethyl)-4-hydroxy-1-pyrrolidinyl]ethyl}-7-fluoro-1,5-naphthyridin-2(1H)-one). The yield is 110.2%. RXN SMILES: [F:1][C:2]1[CH:11]=[C:10]2[C:5]([CH:6]=[CH:7][C:8](=[O:32])[N:9]2[CH2:12][CH2:13][N:14]2[CH2:18][C@@H:17]([OH:19])[C@@H:16]([CH2:20][NH:21]C(=O)OCC3C=CC=CC=3)[CH2:15]2)=[N:4][CH:3]=1>[Pd]>[NH2:21][CH2:20][C@@H:16]1[C@H:17]([OH:19])[CH2:18][N:14]([CH2:13][CH2:12][N:9]2[C:10]3[C:5](=[N:4][CH:3]=[C:2]([F:1])[CH:11]=3)[CH:6]=[CH:7][C:8]2=[O:32])[CH2:15]1. Procedure details: To a solution of phenylmethyl ({(3S,4S)-1-[2-(7-fluoro-2-oxo-1,5-naphthyridin-1(2H)-yl)ethyl]-4-hydroxy-3-pyrrolidinyl}methyl)carbamate (1.7 g; 3.85 mmol) was added 10% Pd/C, degassed and placed under 1 atm of H2 for 18 h. The reaction mixture was filtered through Celite and concentrated to obtain the title compound as a yellow oil (1.3 g; 100%).